Dataset: the Open Reaction Database (ORD), a public repository of structured organic reaction records. Task: describe an organic reaction: reactants, conditions, products, and yield Reactants: CCO, COC(=O)c1cccc2cc(OC)ncc12, [K+], [OH-], O. Product: COc1cc2cccc(C(=O)O)c2cn1. Reaction SMILES: [CH3:19][CH2:20][OH:21].[CH3:1][O:2][C:3](=[O:4])[c:5]1[cH:6][cH:7][cH:8][c:9]2[cH:10][c:11]([O:15][CH3:16])[n:12][cH:13][c:14]12.[K+:18].[OH-:17].[OH2:22]>>[O:2]=[C:3]([OH:4])[c:5]1[cH:6][cH:7][cH:8][c:9]2[cH:10][c:11]([O:15][CH3:16])[n:12][cH:13][c:14]12. Starting materials: ClC1=CC(=NC(=N1)N[C@@H](C)C1=CC=C(C=C1)F)N1CCC(CC1)(O)CO ((S)-1-{6-chloro-2-[1-(4-fluorophenyl)ethylamino]pyrimidin-4-yl}-4-(hydroxymethyl)piperidin-4-ol), NC1=NC=CN=C1 (2-aminopyrazine), C1(CCCCC1)P(C1=C(C=CC=C1)C1=C(C=C(C=C1C(C)C)C(C)C)C(C)C)C1CCCCC1 (2-dicyclohexylphosphino-2′,4′,6′-triisopropylbiphenyl), CC(C)([O-])C.[Na+] (sodium t-butoxide), tris(dibenzylideneacetone)(chloroform)palladium. Run in O1CCOCC1 (1,4-dioxane), C1(=CC=CC=C1)C (toluene), C(C)(=O)OCC (ethyl acetate). Reaction conditions: temperature 100 celsius, time 1 hour. Yields the product FC1=CC=C(C=C1)[C@H](C)NC1=NC(=CC(=N1)N1CCC(CC1)(O)CO)NC1=NC=CN=C1 ((S)-1-{2-[1-(4-Fluorophenyl)ethylamino]-6-(pyrazin-2-ylamino)pyrimidin-4-yl}-4-(hydroxymethyl)piperidin-4-ol). Yield: 69.3%. RXN SMILES: Cl[C:2]1[N:7]=[C:6]([NH:8][C@H:9]([C:11]2[CH:16]=[CH:15][C:14]([F:17])=[CH:13][CH:12]=2)[CH3:10])[N:5]=[C:4]([N:18]2[CH2:23][CH2:22][C:21]([CH2:25][OH:26])([OH:24])[CH2:20][CH2:19]2)[CH:3]=1.[NH2:27][C:28]1[CH:33]=[N:32][CH:31]=[CH:30][N:29]=1.C1(P(C2CCCCC2)C2C=CC=CC=2C2C(C(C)C)=CC(C(C)C)=CC=2C(C)C)CCCCC1.CC(C)([O-])C.[Na+]>C(OCC)(=O)C.O1CCOCC1.C1(C)C=CC=CC=1>[F:17][C:14]1[CH:15]=[CH:16][C:11]([C@@H:9]([NH:8][C:6]2[N:5]=[C:4]([N:18]3[CH2:23][CH2:22][C:21]([CH2:25][OH:26])([OH:24])[CH2:20][CH2:19]3)[CH:3]=[C:2]([NH:27][C:28]3[CH:33]=[N:32][CH:31]=[CH:30][N:29]=3)[N:7]=2)[CH3:10])=[CH:12][CH:13]=1 |f:3.4|. Procedure details: 100 mg of (S)-1-{6-chloro-2-[1-(4-fluorophenyl)ethylamino]pyrimidin-4-yl}-4-(hydroxymethyl)piperidin-4-ol, 32 mg of 2-aminopyrazine, 45 mg of 2-dicyclohexylphosphino-2′,4′,6′-triisopropylbiphenyl, 38 mg of sodium t-butoxide and 27 mg of tris(dibenzylideneacetone)(chloroform)palladium were added in turn to a degassed mixed solution of 3 ml of toluene and 2 ml of 1,4-dioxane, and the mixture was stirred at 100° C. for 1 hour under argon atmosphere. The reaction solution was diluted with ethyl acet... Starting materials: CC=1N=C(N=NC1C1=CC=CC=C1)N1CCOCC1 (5-Methyl-3-morpholino-6-phenyl-1,2,4-triazine), Cl (hydrogen chloride). Reagents/catalysts: [Pd] (palladium on carbon). Solvent: C(C)O (ethanol). Yields the product Cl.CC1N=C(NN=C1C1=CC=CC=C1)N1CCOCC1 (5-methyl-3-morpholino-6-phenyl-2,5-dihydro-1,2,4-triazine hydrochloride). As a reaction SMILES: [CH3:1][C:2]1[N:3]=[C:4]([N:14]2[CH2:19][CH2:18][O:17][CH2:16][CH2:15]2)[N:5]=[N:6][C:7]=1[C:8]1[CH:13]=[CH:12][CH:11]=[CH:10][CH:9]=1.[ClH:20]>C(O)C.[Pd]>[ClH:20].[CH3:1][CH:2]1[C:7]([C:8]2[CH:9]=[CH:10][CH:11]=[CH:12][CH:13]=2)=[N:6][NH:5][C:4]([N:14]2[CH2:19][CH2:18][O:17][CH2:16][CH2:15]2)=[N:3]1 |f:4.5|. Reported procedure: 5-Methyl-3-morpholino-6-phenyl-1,2,4-triazine (2.32 g) was dissolved in ethanol (40 ml) containing anhydrous hydrogen chloride and hydrogenated over 10% palladium on carbon (0.33 g) under an atmospheric pressure at room temperature. After the theoretical amount of hydrogen gas was absorbed, the catalyst was filtered off, and the filtrate was evaporated under reduced pressure. The residual solid was recrystallized from ethanol to give crystals of 5-methyl-3-morpholino-6-phenyl-2,5-dihydro-1,2,4-t... Starting materials: COC1=CC=C(C=C1)C1=CC=CC2=C1C=C(S2)C=O (4-(4-methoxyphenyl)-1-benzothiophene-2-carbaldehyde), BrC1=CC=C(C=2C=CSC21)C2=CC=C(C=C2)OC (7-bromo-4-(4-methoxyphenyl)-1-benzothiophene), CN(C)C=O (DMF), [Li]CCCC (n-BuLi). Solvent: C1CCOC1 (THF). Run at time 15 minute. Yields the product COC1=CC=C(C=C1)C1=CC=C(C2=C1C=CS2)C=O (4-(4-Methoxyphenyl)-1-benzothiophene-7-carbaldehyde). RXN SMILES: Br[C:2]1[C:10]2[S:9][CH:8]=[CH:7][C:6]=2[C:5]([C:11]2[CH:16]=[CH:15][C:14]([O:17][CH3:18])=[CH:13][CH:12]=2)=[CH:4][CH:3]=1.[Li]CCCC.CN([CH:27]=[O:28])C.COC1C=CC(C2C3C=C(C=O)SC=3C=CC=2)=CC=1>C1COCC1>[CH3:18][O:17][C:14]1[CH:15]=[CH:16][C:11]([C:5]2[C:6]3[CH:7]=[CH:8][S:9][C:10]=3[C:2]([CH:27]=[O:28])=[CH:3][CH:4]=2)=[CH:12][CH:13]=1. Reported procedure: To a 25 ml round bottom flask was added 7-bromo-4-(4-methoxyphenyl)-1-benzothiophene (300 mg, 0.94 mmol) to anhydrous THF (10 ml) and the solution was cooled to −78° C. n-BuLi (0.38 ml of 2.5 M in hexanes, 0.94 mmol) was added dropwise and the solution was stirred for 10 min after which anhydrous DMF (0.15 ml, 1.9 mmol) was added all at once at −78° C. The reaction was stirred for 15 min then quenched with water (10 ml) and extracted with ether. The organic layers were combined, dried over anhyd...